From a dataset of the Open Reaction Database (ORD), a public repository of structured organic reaction records. describe an organic reaction: reactants, conditions, products, and yield Starting materials: [Na+], C1COCCO1, [OH-], CC(C)(C)OC(=O)NCC1CCC(C(O)CCc2ccccc2)CC1. The product is NCC1CCC(C(O)CCc2ccccc2)CC1. As a reaction SMILES: [Na+:27].[O:28]1[CH2:29][CH2:30][O:31][CH2:32][CH2:33]1.[OH-:26].[OH:1][CH:2]([CH2:3][CH2:4][c:5]1[cH:6][cH:7][cH:8][cH:9][cH:10]1)[CH:11]1[CH2:12][CH2:13][CH:14]([CH2:17][NH:18][C:19](=[O:20])[O:21][C:22]([CH3:23])([CH3:24])[CH3:25])[CH2:15][CH2:16]1>>[OH:1][CH:2]([CH2:3][CH2:4][c:5]1[cH:6][cH:7][cH:8][cH:9][cH:10]1)[CH:11]1[CH2:12][CH2:13][CH:14]([CH2:17][NH2:18])[CH2:15][CH2:16]1. The reactants are COC1=CC=CC2=C1OC(=C2)C2=NOC(=N2)C (3-(7-methoxybenzo(b)furan-2-yl)-5-methyl-1,2,4-oxadiazole), B(Br)(Br)Br (boron tribromide). Yields the product OC1=CC=CC2=C1OC(=C2)C2=NOC(=N2)C (3-(7-hydroxybenzo(b)furan-2-yl)-5-methyl-1,2,4-oxadiazole). The yield is 94.0%. As a reaction SMILES: C[O:2][C:3]1[C:8]2[O:9][C:10]([C:12]3[N:16]=[C:15]([CH3:17])[O:14][N:13]=3)=[CH:11][C:7]=2[CH:6]=[CH:5][CH:4]=1.B(Br)(Br)Br>>[OH:2][C:3]1[C:8]2[O:9][C:10]([C:12]3[N:16]=[C:15]([CH3:17])[O:14][N:13]=3)=[CH:11][C:7]=2[CH:6]=[CH:5][CH:4]=1. Procedure: By the reactions in the same manner as in Starting Material Synthesis Example 5 using 3-(7-methoxybenzo(b)furan-2-yl)-5-methyl-1,2,4-oxadiazole (1.7 g) and boron tribromide (6.5 ml), the title compound (1.5 g) was obtained as white crystals. Starting materials: C(C)/C=1/C(=O)OC(\C1\C)=O (2-ethyl-3-methylmaleic anhydride), FC1=C(N)C=C(C(=C1)Cl)OC(C)C (2-fluoro-4-chloro-5-isopropoxyaniline). Reagents/catalysts: CN(C1=CC=NC=C1)C (4-dimethylaminopyridine). Run in C=1(C(=CC=CC1)C)C (xylene). Reaction conditions: time 5 hour. The product is FC1=C(C=C(C(=C1)Cl)OC(C)C)N1C(C(=C(C1=O)C)CC)=O (N-(2-fluoro-4-chloro-5-isopropoxyphenyl)-2-ethyl-3-methylmaleic acid imide). RXN SMILES: [CH2:1]([C:3]1[C:4]([O:6][C:7](=[O:10])[C:8]=1[CH3:9])=O)[CH3:2].[F:11][C:12]1[CH:18]=[C:17]([Cl:19])[C:16]([O:20][CH:21]([CH3:23])[CH3:22])=[CH:15][C:13]=1[NH2:14]>CN(C)C1C=CN=CC=1.C1(C)C(C)=CC=CC=1>[F:11][C:12]1[CH:18]=[C:17]([Cl:19])[C:16]([O:20][CH:21]([CH3:22])[CH3:23])=[CH:15][C:13]=1[N:14]1[C:7](=[O:10])[C:8]([CH3:9])=[C:3]([CH2:1][CH3:2])[C:4]1=[O:6]. Procedure details: 5 g of 2-ethyl-3-methylmaleic anhydride, 7.3 g of 2-fluoro-4-chloro-5-isopropoxyaniline and 0.61 g of 4-dimethylaminopyridine are combined in 100 ml of xylene in a distillation apparatus and the solvent is slowly distilled off. After 5 hours, the reaction is complete. The xylene still present is removed under a water-jet vacuum. The dark residue is taken up in ethyl acetate and extracted with 2M hydrochloric acid, water, 10% sodium bicarbonate solution and lastly with saturated sodium chloride s... The reactants are CN(C)CC1=CC=C(C=N1)C1=CC=C(C=C1)[C@@H]1[C@H](N(C(O1)(C)C)C(C(F)F)=O)CF (1-{(4S,5R)-5-[4-(6-Dimethylaminomethyl-pyridin-3-yl)-phenyl]-4-fluoromethyl-2,2-dimethyl-oxazolidin-3-yl}-2,2-difluoro-ethanone), FC(C(=O)O)(F)F (trifluoroacetic acid). Solvent: C([O-])(O)=O (bicarbonate), C(Cl)Cl (CH2Cl2). Conditions: time 5 hour. Product: CN(C)CC1=CC=C(C=N1)C1=CC=C(C=C1)[C@H]([C@H](CF)NC(C(F)F)=O)O (N-{(1R,2R)-2-[4-(6-Dimethylaminomethyl-pyridin-3-yl)-phenyl]-1-fluoromethyl-2-hydroxy-ethyl}-2,2-difluoro-acetamide). The yield is 47.4%. Reaction SMILES: [CH3:1][N:2]([CH2:4][C:5]1[N:10]=[CH:9][C:8]([C:11]2[CH:16]=[CH:15][C:14]([C@H:17]3[O:21]C(C)(C)[N:19]([C:24](=[O:28])[CH:25]([F:27])[F:26])[C@@H:18]3[CH2:29][F:30])=[CH:13][CH:12]=2)=[CH:7][CH:6]=1)[CH3:3].FC(F)(F)C(O)=O>C(Cl)Cl.C(=O)(O)[O-]>[CH3:3][N:2]([CH2:4][C:5]1[N:10]=[CH:9][C:8]([C:11]2[CH:12]=[CH:13][C:14]([C@@H:17]([OH:21])[C@@H:18]([NH:19][C:24](=[O:28])[CH:25]([F:26])[F:27])[CH2:29][F:30])=[CH:15][CH:16]=2)=[CH:7][CH:6]=1)[CH3:1]. Procedure details: To a solution of 1-{(4S,5R)-5-[4-(6-Dimethylaminomethyl-pyridin-3-yl)-phenyl]-4-fluoromethyl-2,2-dimethyl-oxazolidin-3-yl}-2,2-difluoro-ethanone (0.070 g, 0.166 mmol) in CH2Cl2 (5 mL) is added trifluoroacetic acid (1.0 mL). The resulting reaction mixture is stirred at room temperature for 5 hours. Concentrated to get the crude residue and diluted with aqueous bicarbonate solution and extracted with ethyl acetate. Organic layer is dried over sodium sulphate, solvent is evaporated in vacuo and pur... Reactants: C(C)(C)(C)OC(C(CN)C1CC1)=O (3-amino-2-cyclopropyl-propionic acid tert-butyl ester), COC(=O)C=1N=CC2=CC(=CC=C2C1O)OC1=CC=CC=C1 (4-hydroxy-7-phenoxy-isoquinoline-3-carboxylic acid methyl ester), C1CCC2=NCCCN2CC1 (DBU). The solvent is CC(=O)N(C)C (DMA). Run at temperature 150 celsius. Yields the product C(C)(C)(C)OC(C(CNC(=O)C=1N=CC2=CC(=CC=C2C1O)OC1=CC=CC=C1)C1CC1)=O (2-Cyclopropyl-3-[(4-hydroxy-7-phenoxy-isoquinoline-3-carbonyl)-amino]propionic acid tert-butyl ester). The yield is 97.8%. As a reaction SMILES: [C:1]([O:5][C:6](=[O:13])[CH:7]([CH:10]1[CH2:12][CH2:11]1)[CH2:8][NH2:9])([CH3:4])([CH3:3])[CH3:2].C[O:15][C:16]([C:18]1[N:19]=[CH:20][C:21]2[C:26]([C:27]=1[OH:28])=[CH:25][CH:24]=[C:23]([O:29][C:30]1[CH:35]=[CH:34][CH:33]=[CH:32][CH:31]=1)[CH:22]=2)=O.C1CCN2C(=NCCC2)CC1>CC(N(C)C)=O>[C:1]([O:5][C:6](=[O:13])[CH:7]([CH:10]1[CH2:12][CH2:11]1)[CH2:8][NH:9][C:16]([C:18]1[N:19]=[CH:20][C:21]2[C:26]([C:27]=1[OH:28])=[CH:25][CH:24]=[C:23]([O:29][C:30]1[CH:31]=[CH:32][CH:33]=[CH:34][CH:35]=1)[CH:22]=2)=[O:15])([CH3:4])([CH3:2])[CH3:3]. Procedure details: A mixture of 3-amino-2-cyclopropyl-propionic acid tert-butyl ester (66 mg), 4-hydroxy-7-phenoxy-isoquinoline-3-carboxylic acid methyl ester (35 mg) and DBU (0.027 mL) in DMA (1 mL) was heated in an oil bath (150° C.) for 1 h. The reaction mixture was then partitioned between EtOAc and diluted HCl solution, EtOAc phase was separated and washed with water, diluted NaCl solution and dried over anhydrous sodium sulfate solution, filtered, concentrated and silica gel column purified to give desired p...